describe an organic reaction: reactants, conditions, products, and yield From a dataset of the Open Reaction Database (ORD), a public repository of structured organic reaction records. The reactants are C(C)(C)(C)C1=CC=C(C=C1)C=1NC2=C(C=NC=C2N)N1 (2-(4-tert-Butyl-phenyl)-1H-imidazo[4,5-c]pyridin-7-ylamine), C(C1=CC=CC=C1)OC(=O)N1CC=CC1 (2,5-Dihydro-pyrrole-1-carboxylic acid benzyl ester), O=[O+][O-] (ozone), P(OCC)(OCC)OCC (Triethyl phosphite), C(C)(=O)O[BH-](OC(C)=O)OC(C)=O.[Na+] (sodium triacetoxyborohydride). Run in CO (MeOH), C(Cl)Cl (DCM). Conditions: temperature -78 celsius, time 5 minute. Yields the product C(C1=CC=CC=C1)OC(=O)N1CCN(CC1)C=1C2=C(C=NC1)NC(=N2)C2=CC=C(C=C2)C(C)(C)C (4-[2-(4-tert-Butyl-phenyl)-3H-imidazo[4,5-c]pyridin-7-yl]-piperazine-1-carboxylic acid benzyl ester). Isolated yield 2.5%. Reaction SMILES: [CH2:1]([O:8][C:9]([N:11]1[CH2:15][CH:14]=[CH:13][CH2:12]1)=[O:10])[C:2]1[CH:7]=[CH:6][CH:5]=[CH:4][CH:3]=1.O=[O+][O-].P(OCC)(OCC)OCC.[C:29]([C:33]1[CH:38]=[CH:37][C:36]([C:39]2[NH:40][C:41]3[C:46]([NH2:47])=[CH:45][N:44]=[CH:43][C:42]=3[N:48]=2)=[CH:35][CH:34]=1)([CH3:32])([CH3:31])[CH3:30].C(O[BH-](OC(=O)C)OC(=O)C)(=O)C.[Na+]>C(Cl)Cl.CO>[CH2:1]([O:8][C:9]([N:11]1[CH2:15][CH2:14][N:47]([C:46]2[C:41]3[N:40]=[C:39]([C:36]4[CH:37]=[CH:38][C:33]([C:29]([CH3:32])([CH3:31])[CH3:30])=[CH:34][CH:35]=4)[NH:48][C:42]=3[CH:43]=[N:44][CH:45]=2)[CH2:13][CH2:12]1)=[O:10])[C:2]1[CH:7]=[CH:6][CH:5]=[CH:4][CH:3]=1 |f:4.5|. Procedure: 2,5-Dihydro-pyrrole-1-carboxylic acid benzyl ester 6 was dissolved in DCM (5 ml) and MeOH (2 ml). It was cooled to −78° C. and treated with ozone until it was blue in color. Triethyl phosphite (246 mg, 1.48 mmol) was added and the solution was allowed to stir for 5 minutes. 2-(4-tert-Butyl-phenyl)-1H-imidazo[4,5-c] pyridin-7-ylamine 4 (266 mg, 1.00 mmol) was added followed by sodium triacetoxyborohydride (538 mg, 2.54 mmol). This mixture was allowed to stir for 18 hours. Mass spectroscopy showed... The reactants are CCO, Nc1nc2ccc([N+](=O)[O-])cc2s1, Cl[Sn]Cl. Yields the product Nc1ccc2nc(N)sc2c1. Reaction SMILES: [CH3:17][CH2:18][OH:19].[N+:1]([O-:2])(=[O:3])[c:4]1[cH:5][c:6]2[c:7]([n:8][c:9]([NH2:11])[s:10]2)[cH:12][cH:13]1.[Sn:14]([Cl:15])[Cl:16]>>[NH2:1][c:4]1[cH:5][c:6]2[c:7]([n:8][c:9]([NH2:11])[s:10]2)[cH:12][cH:13]1. The reactants are CCO, CC1(CNC(=O)C(F)(F)F)CN(c2c(F)cc3c(=O)c(C(=O)O)cn(C4CC4)c3c2F)C1, [Na+], [OH-]. The product is CC1(CN)CN(c2c(F)cc3c(=O)c(C(=O)O)cn(C4CC4)c3c2F)C1. RXN SMILES: [CH3:35][CH2:36][OH:37].[CH:1]1([n:4]2[cH:5][c:6]([C:30](=[O:31])[OH:32])[c:7](=[O:29])[c:8]3[cH:9][c:10]([F:28])[c:11]([N:15]4[CH2:16][C:17]([CH3:19])([CH2:20][NH:21][C:22](=[O:23])[C:24]([F:25])([F:26])[F:27])[CH2:18]4)[c:12]([F:14])[c:13]23)[CH2:2][CH2:3]1.[Na+:34].[OH-:33]>>[CH:1]1([n:4]2[cH:5][c:6]([C:30](=[O:31])[OH:32])[c:7](=[O:29])[c:8]3[cH:9][c:10]([F:28])[c:11]([N:15]4[CH2:16][C:17]([CH3:19])([CH2:20][NH2:21])[CH2:18]4)[c:12]([F:14])[c:13]23)[CH2:2][CH2:3]1. Reactants: COC1=CN=C2C(=N1)N(C(C=C2)=O)CC=O ([3-(methyloxy)-6-oxopyrido[2,3-b]pyrazin-5(6H)-yl]acetaldehyde), N1=NC(=CC2=C1OCCO2)CN(C(OC(C)(C)C)=O)C2CCNCC2 (1,1-dimethylethyl (6,7-dihydro[1,4]dioxino[2,3-c]pyridazin-3-ylmethyl)-4-piperidinylcarbamate), C([O-])(O)=O.[Na+] (sodium bicarbonate), C(C)(=O)O[BH-](OC(C)=O)OC(C)=O.[Na+] (sodium triacetoxyborohydride). The solvent is C(Cl)(Cl)Cl (chloroform), CO (methanol). Run at time 8 hour. Product: N1=NC(=CC2=C1OCCO2)CN(C(OC(C)(C)C)=O)C2CCN(CC2)CCN2C(C=CC=1C2=NC(=CN1)OC)=O (1,1-Dimethylethyl (6,7-dihydro[1,4]dioxino[2,3-c]pyridazin-3-ylmethyl)(1-{2-[3-(methyloxy)-6-oxopyrido[2,3-b]pyrazin-5(6H)-yl]ethyl}-4-piperidinyl)carbamate). The yield is 74.3%. RXN SMILES: [CH3:1][O:2][C:3]1[N:8]=[C:7]2[N:9]([CH2:14][CH:15]=O)[C:10](=[O:13])[CH:11]=[CH:12][C:6]2=[N:5][CH:4]=1.[N:17]1[C:22]2[O:23][CH2:24][CH2:25][O:26][C:21]=2[CH:20]=[C:19]([CH2:27][N:28]([CH:36]2[CH2:41][CH2:40][NH:39][CH2:38][CH2:37]2)[C:29](=[O:35])[O:30][C:31]([CH3:34])([CH3:33])[CH3:32])[N:18]=1.C(O[BH-](OC(=O)C)OC(=O)C)(=O)C.[Na+].C(=O)(O)[O-].[Na+]>C(Cl)(Cl)Cl.CO>[N:17]1[C:22]2[O:23][CH2:24][CH2:25][O:26][C:21]=2[CH:20]=[C:19]([CH2:27][N:28]([CH:36]2[CH2:41][CH2:40][N:39]([CH2:15][CH2:14][N:9]3[C:7]4=[N:8][C:3]([O:2][CH3:1])=[CH:4][N:5]=[C:6]4[CH:12]=[CH:11][C:10]3=[O:13])[CH2:38][CH2:37]2)[C:29](=[O:35])[O:30][C:31]([CH3:34])([CH3:33])[CH3:32])[N:18]=1 |f:2.3,4.5|. Procedure details: A suspension of [3-(methyloxy)-6-oxopyrido[2,3-b]pyrazin-5(6H)-yl]acetaldehyde (240 mg, assuming 191 mg of aldehyde) and 1,1-dimethylethyl (6,7-dihydro[1,4]dioxino[2,3-c]pyridazin-3-ylmethyl)-4-piperidinylcarbamate (305 mg) in chloroform (10 mL) and methanol (1.5 mL) was stirred at room temperature under argon for 1 h before addition of sodium triacetoxyborohydride (553 mg). The reaction was stirred at rt overnight. A saturated solution of sodium bicarbonate (20 mL) was added to the reaction and... The reactants are C(C1=CC=CC=C1)OC1=C(N(C(=CC1=O)CNS(=O)(=O)C1=CC=C(C=C1)C)C)C(=O)O (3-Benzyloxy-1-methyl-4-oxo-6-[(toluene-4-sulfonylamino)-methyl]-1,4-dihydro-pyridine-2-carboxylic acid), CNC(=O)C=1N(C(=CC(C1OCC1=CC=CC=C1)=O)C(N)S(=O)(=O)C1=CC=CC=C1)C (6-(benzene sulfonyl amino-methyl)-3-benzyloxy-1-methyl-4-oxo-1,4-dihydro-pyridine-2-carboxylic acid methyl amide). Product: CNC(=O)C=1N(C(=CC(C1OCC1=CC=CC=C1)=O)CNS(=O)(=O)C1=CC=C(C=C1)C)C (3-Benzyloxy-1-methyl-4-oxo-6-[(toluene-4-sulfonylamino)-methyl]-1,4-dihydro-pyridine-2-carboxylic acid methylamide). Yield: 54.3%. As a reaction SMILES: [CH2:1]([O:8][C:9]1[C:14](=[O:15])[CH:13]=[C:12]([CH2:16][NH:17][S:18]([C:21]2[CH:26]=[CH:25][C:24]([CH3:27])=[CH:23][CH:22]=2)(=[O:20])=[O:19])[N:11]([CH3:28])[C:10]=1[C:29](O)=[O:30])[C:2]1[CH:7]=[CH:6][CH:5]=[CH:4][CH:3]=1.[CH3:32][NH:33]C(C1N(C)C(C(S(C2C=CC=CC=2)(=O)=O)N)=CC(=O)C=1OCC1C=CC=CC=1)=O>>[CH3:32][NH:33][C:29]([C:10]1[N:11]([CH3:28])[C:12]([CH2:16][NH:17][S:18]([C:21]2[CH:26]=[CH:25][C:24]([CH3:27])=[CH:23][CH:22]=2)(=[O:20])=[O:19])=[CH:13][C:14](=[O:15])[C:9]=1[O:8][CH2:1][C:2]1[CH:3]=[CH:4][CH:5]=[CH:6][CH:7]=1)=[O:30]. Procedure: 3-Benzyloxy-1-methyl-4-oxo-6-[(toluene-4-sulfonylamino)-methyl]-1,4-dihydro-pyridine-2-carboxylic acid methylamide (15-06) (280.0 mg, 54.34%) was synthesized as an off white solid from 3-benzyloxy-1-methyl-4-oxo-6-[(toluene-4-sulfonylamino)-methyl]-1,4-dihydro-pyridine-2-carboxylic acid (13-06) (500.0 mg, 1.13 mmol) following the procedure described for 6-(benzenesulfonylamino-methyl)-3-benzyoxy-1-methyl-4-oxo-1,4-dihydro-pyridine-2-carboxylic acid methylamide (15-01). The reactants are O=C1CCC(C2=CC=CC=C12)N ((+)-1,2,3,4- tetrahydro-4-oxo-1-naphthylamine), C(C1=CC=CC=C1)(=O)NC(=O)NC1CCC(C2=CC=CC=C12)=O (1-benzoyl-3-(1,2,3,4-tetrahydro-4-oxo-1-naphthyl)urea), O=C1CCC(C2=CC=CC=C12)NC=O ((-)-N-(1,2,3,4-tetrahydro-4- oxo-1-naphthyl)formamide), C(C1=CC=CC=C1)(=O)N=C=O (benzoyl isocyanate). Yields the product O=C1CCC(C2=CC=CC=C12)NC(=O)N ((-)-1,2,3,4-tetrahydro-4-oxo-1-naphthylurea). Reaction SMILES: O=C1C2C(=CC=CC=2)C(N)CC1.O=C1C2C(=CC=CC=2)C(NC=O)CC1.C(N=C=O)(=O)C1C=CC=CC=1.C([NH:46][C:47]([NH:49][CH:50]1[C:59]2[C:54](=[CH:55][CH:56]=[CH:57][CH:58]=2)[C:53](=[O:60])[CH2:52][CH2:51]1)=[O:48])(=O)C1C=CC=CC=1>>[O:60]=[C:53]1[C:54]2[C:59](=[CH:58][CH:57]=[CH:56][CH:55]=2)[CH:50]([NH:49][C:47]([NH2:46])=[O:48])[CH2:51][CH2:52]1. Procedure: In the manner described in Example 5, (+)-1,2,3,4- tetrahydro-4-oxo-1-naphthylamine, which is obtaind by acid hydrolysis (refluxing in HC1)of (-)-N-(1,2,3,4-tetrahydro-4- oxo-1-naphthyl)formamide followed by neutralization, is allowed to react with benzoyl isocyanate. The resulting 1-benzoyl-3-(1,2,3,4-tetrahydro-4-oxo-1-naphthyl)urea is then hydrolyzed with alkali as in Example 6 to afford (-)-1,2,3,4-tetrahydro-4-oxo-1-naphthylurea. Starting materials: ClC1=CC(=C(C#N)C=C1)C1=CC(NC=C1OC)=O (4-chloro-2-(5-methoxy-2-oxo-1,2-dihydropyridin-4-yl)benzonitrile), [H-].[Na+] (sodium hydride), ClC1=CC(=C(C#N)C=C1)C1=CC(NC=C1OC)=O (4-chloro-2-(5-methoxy-2-oxo-1,2-dihydropyridin-4-yl)benzonitrile), O (water), ClC(C(=O)OCC)OCC (ethyl 2-chloro-2-ethoxyacetate), ClC1=CC(=C(C#N)C=C1)C1=CC(NC=C1OC)=O (4-chloro-2-(5-methoxy-2-oxo-1,2-dihydropyridin-4-yl)benzonitrile). Solvent: CN(C=O)C (dimethylformamide). Reaction conditions: time 60 minute. Yields the product ClC=1C=CC(=C(C1)C1=CC(N(C=C1OC)C(C(=O)OCC)OCC)=O)C#N (Ethyl [4-(5-chloro-2-cyanophenyl)-5-methoxy-2-oxopyridin-1(2H)-yl](ethoxy)acetate). As a reaction SMILES: [Cl:1][C:2]1[CH:9]=[CH:8][C:5]([C:6]#[N:7])=[C:4]([C:10]2[C:15]([O:16][CH3:17])=[CH:14][NH:13][C:12](=[O:18])[CH:11]=2)[CH:3]=1.[H-].[Na+].Cl[CH:22]([O:28][CH2:29][CH3:30])[C:23]([O:25][CH2:26][CH3:27])=[O:24].O>CN(C)C=O>[Cl:1][C:2]1[CH:9]=[CH:8][C:5]([C:6]#[N:7])=[C:4]([C:10]2[C:15]([O:16][CH3:17])=[CH:14][N:13]([CH:22]([O:28][CH2:29][CH3:30])[C:23]([O:25][CH2:26][CH3:27])=[O:24])[C:12](=[O:18])[CH:11]=2)[CH:3]=1 |f:1.2|. Procedure: Under argon and at 0° C., 10 min apart two portions of in total 350 mg (purity 82%, 1.10 mmol) of 4-chloro-2-(5-methoxy-2-oxo-1,2-dihydropyridin-4-yl)benzonitrile were added to a suspension of 53 mg (1.32 mmol, 1.2 eq.) of sodium hydride (60% in mineral oil) in 2.1 ml of dimethylformamide. The reaction mixture was stirred at RT for 60 min and then cooled back to 0° C., 245 mg (purity 90%, 1.32 mmol, 1.2 eq.) of ethyl 2-chloro-2-ethoxyacetate were added and the mixture was stirred at RT for 2 h. ...